From a dataset of the Open Reaction Database (ORD), a public repository of structured organic reaction records. describe an organic reaction: reactants, conditions, products, and yield The yield is 23.0%. Procedure: To a solution of 203 mg of 4-nitrobenzyl (5R,6S)-6-((1R)-1-hydroxyethyl)-2-(imidazo[5,1-b]thiazol-3-yl)-1-carbapen-2-em-3-carboxylate in 4 ml of THF and 4 ml of 1/15 M phosphate buffer (pH 6.8) was added 152 mg of 10% Pd-C. The reactor was purged with hydrogen, the reaction mixture was stirred at room temperature for 1 hour. The catalyst was collected by filtration on Celite, and washed with water. The filtrate was washed with ethyl acetate, and then the aqueous layer was purified by column chro... As a reaction SMILES: [OH:1][C@@H:2]([C@H:4]1[C:31](=[O:32])[N:6]2[C:7]([C:18]([O:20]CC3C=CC([N+]([O-])=O)=CC=3)=[O:19])=[C:8]([C:10]3[N:11]4[CH:17]=[N:16][CH:15]=[C:12]4[S:13][CH:14]=3)[CH2:9][C@H:5]12)[CH3:3].P([O-])([O-])([O-])=O>C1COCC1.[Pd]>[OH:1][C@@H:2]([C@H:4]1[C:31](=[O:32])[N:6]2[C:7]([C:18]([OH:20])=[O:19])=[C:8]([C:10]3[N:11]4[CH:17]=[N:16][CH:15]=[C:12]4[S:13][CH:14]=3)[CH2:9][C@H:5]12)[CH3:3]. Run at time 1 hour. The product is O[C@H](C)[C@@H]1[C@@H]2N(C(=C(C2)C=2N3C(SC2)=CN=C3)C(=O)O)C1=O ((5R,6S)-6-((1R)-1-hydroxyethyl)-2-(imidazo[5,1-b]thiazol-3-yl)-1-carbapen-2-em-3-carboxylic Acid). The reagents and catalysts are [Pd] (Pd-C). Starting materials: O[C@H](C)[C@@H]1[C@@H]2N(C(=C(C2)C=2N3C(SC2)=CN=C3)C(=O)OCC3=CC=C(C=C3)[N+](=O)[O-])C1=O (4-nitrobenzyl (5R,6S)-6-((1R)-1-hydroxyethyl)-2-(imidazo[5,1-b]thiazol-3-yl)-1-carbapen-2-em-3-carboxylate), 1, P(=O)([O-])([O-])[O-] (phosphate). Run in C1CCOC1 (THF). The reactants are Cl.N1(CCCC2=CC=CC=C12)N=C1C=C(CCC1)O (3-(3,4-Dihydro-1(2H)-quinolinylimino)-1-cyclohexen-1-ol hydrochloride), Cl (HCl), CC(=O)O (AcOH). The product is C1=C2C=3C(CCCC3N3C2=C(C=C1)CCC3)=O (5,6,9,10-tetrahydro-4H-pyrido[3,2,1-jk]carbazol-11(8H)-one). The yield is 33.0%. Reaction SMILES: Cl.[N:2]1(N=C2CCCC(O)=C2)[C:11]2[C:6](=[CH:7][CH:8]=[CH:9][CH:10]=2)[CH2:5][CH2:4][CH2:3]1.Cl.[CH3:21][C:22]([OH:24])=O>>[CH:9]1[CH:8]=[CH:7][C:6]2[CH2:5][CH2:4][CH2:3][N:2]3[C:11]=2[C:10]=1[C:3]1[C:22](=[O:24])[CH2:21][CH2:6][CH2:5][C:4]=13 |f:0.1|. Procedure: 3-(3,4-Dihydro-1(2H)-quinolinylimino)-1-cyclohexen-1-ol hydrochloride (4.78 g, 17 mmol) was mixed with AcOH (37 mL) and conc. HCl (6.1 mL). The reaction mixture was refluxed for lh and cooled to RT. The reaction mixture was concentrated in vacuo then the residue was dissolved in CH2Cl2. The organic solution was washed with H2O and brine, dried over MgSO4, filtered and concentrated in vacuo. The residue was chromatographed in silica gel (hex:EtOAc 1:1) to give 5,6,9,10-tetrahydro-4H-pyrido[3,2,1-... The reactants are C(O)([O-])=O.[Na+] (sodium hydrogen carbonate), COC=1C=C2C(=CC=NC2=CC1OC)OC1=CC=C(C=C1)N (6,7-Dimethoxy-4-(4-aminophenoxy)quinoline), CSC1=C(N)C=CC=C1 (2-Methylthioaniline), ClC(Cl)(OC(OC(Cl)(Cl)Cl)=O)Cl (triphosgene). Run in C1(=CC=CC=C1)C (toluene), C(C)N(CC)CC (triethylamine). Product: CSC1=C(C=CC=C1)NC(=O)NC1=CC=C(C=C1)OC1=CC=NC2=CC(=C(C=C12)OC)OC (N-(2-Methylthiophenyl)-N'-{4-[(6,7-dimethoxy-4-quinolyl)oxy]phenyl}urea). Yield: 14.0%. RXN SMILES: [CH3:1][O:2][C:3]1[CH:4]=[C:5]2[C:10](=[CH:11][C:12]=1[O:13][CH3:14])[N:9]=[CH:8][CH:7]=[C:6]2[O:15][C:16]1[CH:21]=[CH:20][C:19]([NH2:22])=[CH:18][CH:17]=1.ClC(Cl)(O[C:27](=[O:33])OC(Cl)(Cl)Cl)Cl.[CH3:35][S:36][C:37]1[CH:43]=[CH:42][CH:41]=[CH:40][C:38]=1[NH2:39].C(=O)([O-])O.[Na+]>C1(C)C=CC=CC=1.C(N(CC)CC)C>[CH3:35][S:36][C:37]1[CH:43]=[CH:42][CH:41]=[CH:40][C:38]=1[NH:39][C:27]([NH:22][C:19]1[CH:18]=[CH:17][C:16]([O:15][C:6]2[C:5]3[C:10](=[CH:11][C:12]([O:13][CH3:14])=[C:3]([O:2][CH3:1])[CH:4]=3)[N:9]=[CH:8][CH:7]=2)=[CH:21][CH:20]=1)=[O:33] |f:3.4|. Reported procedure: 6,7-Dimethoxy-4-(4-aminophenoxy)quinoline (131 mg) was dissolved in toluene (13 ml) with heat, after the addition of triethylamine (2.6 ml), triphosgene (152 mg) was added, and the admixture was refluxed with heat for 2 minutes. 2-Methylthioaniline (0.11 ml) was added to the reaction mixture, and the admixture was refluxed with heat for 10 minutes. After the addition of aqueous sodium hydrogen carbonate, the reaction mixture was extracted 2 times with chloroform, and the organic layer was then w... The product is C(\C=C\C=CCCCCCCCCCC)(=O)O (trans-2,4-pentadecadienoic acid). Procedure: To the trans-2-tridecenal (1.7 g) dissolved in methylene chloride (80 ml) was added (carbomethoxymethylene)triphenyl phosphorane (4.0 g), and the mixture was stirred for 2 hours. The reaction mixture was subjected to chromatography on a silica gel column with eluent systems of n-hexane-ethyl acetate (from 100:1 to 20:1) to give the methyl ester of trans,trans-2,4-pentadecadienoic acid (2.1 g). Potassium hydroxide (2.0 g) was dissolved in a mixed solvent of ethanol-water (1:1), and the methyl est... The solvent is C(C)O.O (ethanol water). Reactants: C(CC(O)(C(=O)O)CC(=O)O)(=O)O (citric acid), [OH-].[K+] (Potassium hydroxide), C(\C=C\C=C\CCCCCCCCCC)(=O)O (trans,trans-2,4-pentadecadienoic acid), methyl ester. The yield is 90.5%. RXN SMILES: [OH-].[K+].[C:3]([OH:19])(=[O:18])/[CH:4]=[CH:5]/[CH:6]=[CH:7]/[CH2:8][CH2:9][CH2:10][CH2:11][CH2:12][CH2:13][CH2:14][CH2:15][CH2:16][CH3:17].C(O)(=O)CC(CC(O)=O)(C(O)=O)O>C(O)C.O>[C:3]([OH:19])(=[O:18])/[CH:4]=[CH:5]/[CH:6]=[CH:7][CH2:8][CH2:9][CH2:10][CH2:11][CH2:12][CH2:13][CH2:14][CH2:15][CH2:16][CH3:17] |f:0.1,4.5|. Conditions: temperature 60 celsius, time 40 minute. The reactants are BrCC(C(=O)OCC)=O (ethyl bromopyruvate), C1(=CC=CC=C1)CC(=S)N (phenylthioacetamide), C(C)O (ethanol). The solvent is N1=CC=CC=C1 (pyridine). Yields the product C(C1=CC=CC=C1)C=1SC=C(N1)C(=O)OCC (ethyl 2-benzyl-thiazole-4-carboxylate). Isolated yield 45.6%. RXN SMILES: Br[CH2:2][C:3](=O)[C:4]([O:6][CH2:7][CH3:8])=[O:5].[C:10]1([CH2:16][C:17]([NH2:19])=[S:18])[CH:15]=[CH:14][CH:13]=[CH:12][CH:11]=1.C(O)C>N1C=CC=CC=1>[CH2:16]([C:17]1[S:18][CH:2]=[C:3]([C:4]([O:6][CH2:7][CH3:8])=[O:5])[N:19]=1)[C:10]1[CH:15]=[CH:14][CH:13]=[CH:12][CH:11]=1. Procedure details: 40 g of ethyl bromopyruvate were progressively added to a mixture of 30.2 g of phenylthioacetamide, 120 ml of ethanol and 20 ml of pyridine and the mixture was refluxed for 16 hours. The mixture was evaporated to dryness under reduced pressure and the residue was added to a water-ether mixture. The mixture was stirred and the decanted aqueous phase was extracted with ether. The combined organic phases were evaporated to dryness and the residue was chromatographed over silica gel. Elution with a ... Starting materials: C1(CCCC1)S(=O)(=O)C1=C(N)C=CC(=C1)C (2-cyclopentanesulfonyl-4-methyl-aniline), NC=1SC=C(N1)CC(=O)OCC (ethyl 2-amino-4-thiazolylacetate), C(C)OC(C)=O (acetic acid ethyl ester). Product: C(C)OC(CC=1N=C(SC1)NC(=O)NC1=C(C=C(C=C1)C)S(=O)(=O)C1CCCC1)=O ({2-[3-(2-Cyclopentanesulfonyl-4-methyl-phenyl)-ureido]-thiazol-4-yl}-acetic acid ethyl ester). RXN SMILES: [CH:1]1([S:6]([C:9]2[CH:15]=[C:14]([CH3:16])[CH:13]=[CH:12][C:10]=2[NH2:11])(=[O:8])=[O:7])[CH2:5][CH2:4][CH2:3][CH2:2]1.[NH2:17][C:18]1[S:19][CH:20]=[C:21]([CH2:23][C:24]([O:26][CH2:27][CH3:28])=[O:25])[N:22]=1.[CH2:29]([O:31]C(=O)C)C>>[CH2:27]([O:26][C:24](=[O:25])[CH2:23][C:21]1[N:22]=[C:18]([NH:17][C:29]([NH:11][C:10]2[CH:12]=[CH:13][C:14]([CH3:16])=[CH:15][C:9]=2[S:6]([CH:1]2[CH2:5][CH2:4][CH2:3][CH2:2]2)(=[O:8])=[O:7])=[O:31])[S:19][CH:20]=1)[CH3:28]. Procedure details: {2-[3-(2-Cyclopentanesulfonyl-4-methyl-phenyl)-ureido]-thiazol-4-yl{-acetic acid ethyl ester (305 mg, 68%) was prepared from 2-cyclopentanesulfonyl-4-methyl-aniline (239 mg, 1.0 mmol) and ethyl 2-amino-4-thiazolylacetate (186 mg, 1.0 mmol) following the general procedure D.